describe an organic reaction: reactants, conditions, products, and yield From a dataset of the Open Reaction Database (ORD), a public repository of structured organic reaction records. Starting materials: CCCN, CCO, CCOC(=O)c1ccc(-c2ccc(OCCCI)c(-c3ccc4c(c3)C(C)(C)CCC4(C)C)c2)cc1. The product is CCCNCCCOc1ccc(-c2ccc(C(=O)OCC)cc2)cc1-c1ccc2c(c1)C(C)(C)CCC2(C)C. RXN SMILES: [CH2:1]([CH2:2][CH3:3])[NH2:4].[CH3:41][CH2:42][OH:43].[I:5][CH2:6][CH2:7][CH2:8][O:9][c:10]1[c:11](-[c:27]2[cH:28][c:29]3[c:34]([cH:35][cH:36]2)[C:33]([CH3:37])([CH3:38])[CH2:32][CH2:31][C:30]3([CH3:39])[CH3:40])[cH:12][c:13](-[c:16]2[cH:17][cH:18][c:19]([C:22](=[O:23])[O:24][CH2:25][CH3:26])[cH:20][cH:21]2)[cH:14][cH:15]1>>[CH2:1]([CH2:2][CH3:3])[NH:4][CH2:6][CH2:7][CH2:8][O:9][c:10]1[c:11](-[c:27]2[cH:28][c:29]3[c:34]([cH:35][cH:36]2)[C:33]([CH3:37])([CH3:38])[CH2:32][CH2:31][C:30]3([CH3:39])[CH3:40])[cH:12][c:13](-[c:16]2[cH:17][cH:18][c:19]([C:22](=[O:23])[O:24][CH2:25][CH3:26])[cH:20][cH:21]2)[cH:14][cH:15]1.